From a dataset of the Open Reaction Database (ORD), a public repository of structured organic reaction records. describe an organic reaction: reactants, conditions, products, and yield Starting materials: CCOC(=O)C(=CNc1ccc(F)c(F)c1OCC(C)O)C(=O)OCC, CCOC(=O)N=NC(=O)OCC, C1CCOC1, c1ccc(P(c2ccccc2)c2ccccc2)cc1. Product: CCOC(=O)C(=CN1c2ccc(F)c(F)c2OCC1C)C(=O)OCC. As a reaction SMILES: [F:32][c:33]1[c:34]([O:53][CH2:54][CH:55]([CH3:56])[OH:57])[c:35]([NH:40][CH:41]=[C:42]([C:43](=[O:44])[O:45][CH2:46][CH3:47])[C:48](=[O:49])[O:50][CH2:51][CH3:52])[cH:36][cH:37][c:38]1[F:39].[O:20]=[C:21]([O:22][CH2:23][CH3:24])[N:25]=[N:26][C:27]([O:28][CH2:29][CH3:30])=[O:31].[O:58]1[CH2:59][CH2:60][CH2:61][CH2:62]1.[c:1]1([P:2]([c:3]2[cH:4][cH:5][cH:6][cH:7][cH:8]2)[c:9]2[cH:10][cH:11][cH:12][cH:13][cH:14]2)[cH:15][cH:16][cH:17][cH:18][cH:19]1>>[F:32][c:33]1[c:34]2[c:35]([cH:36][cH:37][c:38]1[F:39])[N:40]([CH:41]=[C:42]([C:43](=[O:44])[O:45][CH2:46][CH3:47])[C:48](=[O:49])[O:50][CH2:51][CH3:52])[CH:55]([CH3:56])[CH2:54][O:53]2. The reactants are CC(CSC)(C)N=C1OC(C2=CC=CC(=C12)I)=O (3-(1,1-Dimethyl-2-methylsulfanyl-ethylimino)-4-iodo-3H-isobenzofuran-1-one), CC=1C=C(CN2N=C(C=C2C(F)(F)F)C(F)(F)F)C=CC1N (1-(3-methyl-4-aminobenzyl)-3,5-bis(trifluoromethyl)-1H-pyrazole). The reagents and catalysts are O.C1(=CC=C(C=C1)S(=O)(=O)O)C (p-toluenesulfonic acid monohydrate). The solvent is C(C)#N (acetonitrile). Run at temperature 60 celsius, time 3 hour. Product: FC(C1=NN(C(=C1)C(F)(F)F)CC1=CC(=C(C=C1)NC(C=1C(C(=O)NC(CSC)(C)C)=C(C=CC1)I)=O)C)(F)F (N1-[4-(3,5-bistrifluoromethylpyrazol-1-ylmethyl)-2-methylphenyl]-N2-(1,1-dimethyl-2-methylsulfanylethyl)-3-iodophthalamide). Isolated yield 93.6%. Reaction SMILES: [CH3:1][C:2]([N:7]=[C:8]1[C:16]2[C:11](=[CH:12][CH:13]=[CH:14][C:15]=2[I:17])[C:10](=[O:18])[O:9]1)([CH3:6])[CH2:3][S:4][CH3:5].[CH3:19][C:20]1[CH:21]=[C:22]([CH:37]=[CH:38][C:39]=1[NH2:40])[CH2:23][N:24]1[C:28]([C:29]([F:32])([F:31])[F:30])=[CH:27][C:26]([C:33]([F:36])([F:35])[F:34])=[N:25]1>C(#N)C.O.C1(C)C=CC(S(O)(=O)=O)=CC=1>[F:36][C:33]([F:34])([F:35])[C:26]1[CH:27]=[C:28]([C:29]([F:32])([F:30])[F:31])[N:24]([CH2:23][C:22]2[CH:37]=[CH:38][C:39]([NH:40][C:10](=[O:18])[C:11]3[C:16](=[C:15]([I:17])[CH:14]=[CH:13][CH:12]=3)[C:8]([NH:7][C:2]([CH3:6])([CH3:1])[CH2:3][S:4][CH3:5])=[O:9])=[C:20]([CH3:19])[CH:21]=2)[N:25]=1 |f:3.4|. Procedure details: 3-(1,1-Dimethyl-2-methylsulfanyl-ethylimino)-4-iodo-3H-isobenzofuran-1-one (0.53 g) and 1-(3-methyl-4-aminobenzyl)-3,5-bis(trifluoromethyl)-1H-pyrazole (0.45 g) were dissolved in acetonitrile (15 ml), to which p-toluenesulfonic acid monohydrate (0.01 g) was added and the mixture was stirred at 60° C. for 3 hours. After finishing the reaction, the solvent was distilled off under reduced pressure and the residue was purified by silica gel column chromatography to obtain N1-[4-(3,5-bistrifluorometh...